Dataset: the Open Reaction Database (ORD), a public repository of structured organic reaction records. Task: describe an organic reaction: reactants, conditions, products, and yield Reactants: CN1N=C(C=C1N)C (N-(2,5-dimethyl-2H-pyrazol-3-yl)-amine), C(C(C)(C)C)(=O)Cl (pivaloyl chloride). The solvent is N1=CC=CC=C1 (pyridine). Conditions: temperature 23 celsius, time 3.5 hour. The product is CN1N=C(C=C1NC(C(C)(C)C)=O)C (N-(2,5-Dimethyl-2H-pyrazol-3-yl)-2,2-dimethyl-propionamide). Isolated yield 96.0%. RXN SMILES: [CH3:1][N:2]1[C:6]([NH2:7])=[CH:5][C:4]([CH3:8])=[N:3]1.[C:9](Cl)(=[O:14])[C:10]([CH3:13])([CH3:12])[CH3:11]>N1C=CC=CC=1>[CH3:1][N:2]1[C:6]([NH:7][C:9](=[O:14])[C:10]([CH3:13])([CH3:12])[CH3:11])=[CH:5][C:4]([CH3:8])=[N:3]1. Procedure: To 15.0 g (131 mmol) N-(2,5-dimethyl-2H-pyrazol-3-yl)-amine in 150 mL pyridine at 0° C. was added 19.3 mL (18.9 g, 158 mmol) of pivaloyl chloride. After stirring at 23° C. for 3.5 hours, the reaction solvent was evaporated, and the residue was evaporated with 2×200 mL toluene. The remaining solid was dissolved in 500 mL EtOAc/200 mL H2O and extracted. The aqueous layer was extracted with 2×100 mL EtOAc, and the combined organics were washed with 1×200 mL brine, dried over MgSO4, filtered and eva... Starting materials: C1(CCCC1)CC(C(=O)O)N1N=CC=CC1=O (3-cyclopentyl-2-(6-oxo-6H-pyridazin-1-yl)-propionic acid), S1C(=NC=C1)N (thiazol-2-ylamine). The product is C1(CCCC1)CC(C(=O)NC=1SC=CN1)N1N=CC=CC1=O (3-cyclopentyl-2-(6-oxo-6H-pyridazin-1-yl)-N-thiazol-2-yl-propionamide). Isolated yield 29.0%. Reaction SMILES: [CH:1]1([CH2:6][CH:7]([N:11]2[C:16](=[O:17])[CH:15]=[CH:14][CH:13]=[N:12]2)[C:8]([OH:10])=O)[CH2:5][CH2:4][CH2:3][CH2:2]1.[S:18]1[CH:22]=[CH:21][N:20]=[C:19]1[NH2:23]>>[CH:1]1([CH2:6][CH:7]([N:11]2[C:16](=[O:17])[CH:15]=[CH:14][CH:13]=[N:12]2)[C:8]([NH:23][C:19]2[S:18][CH:22]=[CH:21][N:20]=2)=[O:10])[CH2:2][CH2:3][CH2:4][CH2:5]1. Procedure details: Using the method described in Example 78, Step 3,3-cyclopentyl-2-(6-oxo-6H-pyridazin-1-yl)-propionic acid (prepared as in Example 78, Step 2) and thiazol-2-ylamine afforded 3-cyclopentyl-2-(6-oxo-6H-pyridazin-1-yl)-N-thiazol-2-yl-propionamide as a white solid (39.9 mg, 29%); ES+-HRMS m/e calcd for C15H18N4O2S [M+H+] 319.1223 found 319.1223. 1H-NMR (300 MHz, DMSO-d6) δ ppm 1.00-1.75 (m, 9H), 1.99 (m, 1H, CH), 2.28 (m, 1H), 5.60 (dd, J=4.5, J=10.3 Hz, 1H), 6.98 (dd, Jo=9.4 Hz, Jm=1.5 Hz, 1H), 7.23... Product: CCc1nc(NC2CCCc3cc(OC)ccc32)c(CC)nc1Br. Reactants: CCc1nc(NC2c3ccccc3CC2O)c(CC)nc1Br, CCc1cnc(CC)c(NC2CCCc3cc(OC)ccc32)n1. Reaction SMILES: [Br:1][c:2]1[n:3][c:4]([CH2:21][CH3:22])[c:5]([NH:10][CH:11]2[c:12]3[c:13]([cH:14][cH:15][cH:16][cH:17]3)[CH2:18][CH:19]2[OH:20])[n:6][c:7]1[CH2:8][CH3:9].[CH2:23]([c:24]1[c:25]([NH:26][CH:34]2[CH2:35][CH2:36][CH2:37][c:38]3[cH:39][c:40]([O:44][CH3:45])[cH:41][cH:42][c:43]32)[n:27][c:28]([CH2:29][CH3:30])[cH:31][n:32]1)[CH3:33]>>[Br:1][c:2]1[n:3][c:4]([CH2:21][CH3:22])[c:5]([NH:10][CH:34]2[CH2:35][CH2:36][CH2:37][c:38]3[cH:39][c:40]([O:44][CH3:45])[cH:41][cH:42][c:43]32)[n:6][c:7]1[CH2:8][CH3:9]. Reactants: CCOC(C)=O, CS(C)=O, CC(C)=CCCC(C)=CCCC(C)=CCO. Product: CC(C)=CCCC(C)=CCCC(C)=CC=O. Reaction SMILES: [CH3:17][CH2:18][O:19][C:20](=[O:21])[CH3:22].[CH3:23][S:24](=[O:25])[CH3:26].[OH:1][CH2:2][CH:3]=[C:4]([CH3:5])[CH2:6][CH2:7][CH:8]=[C:9]([CH3:10])[CH2:11][CH2:12][CH:13]=[C:14]([CH3:15])[CH3:16]>>[O:1]=[CH:2][CH:3]=[C:4]([CH3:5])[CH2:6][CH2:7][CH:8]=[C:9]([CH3:10])[CH2:11][CH2:12][CH:13]=[C:14]([CH3:15])[CH3:16]. The reactants are OC1=CC=C(C=C1)CCCCN1C(=NC=C1)CC(CO)O (3-{1-[4-(4-hydroxyphenyl)butyl]-1H-imidazol-2-yl}-1,2-propanediol), [H-].[Na+] (sodium hydride), ClCC=1N=C(OC1)\C=C\C1=CC=C(C=C1)C(F)(F)F (4-(chloromethyl)-2-{(E)-2-[4-(trifluoromethyl)phenyl]ethenyl}-1,3-oxazole). Yields the product FC(C1=CC=C(C=C1)/C=C/C=1OC=C(N1)COC1=CC=C(C=C1)CCCCN1C(=NC=C1)CC(CO)O)(F)F (3-[1-(4-(4-[(2-{(E)-2-[4-(trifluoromethyl)phenyl]ethenyl}-1,3-oxazol-4-yl)methoxy]phenyl}butyl)-1H-imidazol-2-yl]-1,2-propanediol). The yield is 74.9%. As a reaction SMILES: [OH:1][C:2]1[CH:7]=[CH:6][C:5]([CH2:8][CH2:9][CH2:10][CH2:11][N:12]2[CH:16]=[CH:15][N:14]=[C:13]2[CH2:17][CH:18]([OH:21])[CH2:19][OH:20])=[CH:4][CH:3]=1.[H-].[Na+].Cl[CH2:25][C:26]1[N:27]=[C:28](/[CH:31]=[CH:32]/[C:33]2[CH:38]=[CH:37][C:36]([C:39]([F:42])([F:41])[F:40])=[CH:35][CH:34]=2)[O:29][CH:30]=1>>[F:42][C:39]([F:40])([F:41])[C:36]1[CH:37]=[CH:38][C:33](/[CH:32]=[CH:31]/[C:28]2[O:29][CH:30]=[C:26]([CH2:25][O:1][C:2]3[CH:7]=[CH:6][C:5]([CH2:8][CH2:9][CH2:10][CH2:11][N:12]4[CH:16]=[CH:15][N:14]=[C:13]4[CH2:17][CH:18]([OH:21])[CH2:19][OH:20])=[CH:4][CH:3]=3)[N:27]=2)=[CH:34][CH:35]=1 |f:1.2|. Procedure details: Using 3-{1-[4-(4-hydroxyphenyl)butyl]-1H-imidazol-2-yl}-1,2-propanediol (204 mg), 65% oily sodium hydride (28 mg) and 4-(chloromethyl)-2-{(E)-2-[4-(trifluoromethyl)phenyl]ethenyl}-1,3-oxazole (212 mg), the same reaction as Example 2 was carried out to yield the titled compound (285 mg). Reactants: C(C)(C)(C)OC(=O)N[C@@H](CCCCN)C(=O)O (Nα-tert-Butyloxycarbonyl-lysine), C(=O)C1=C(C=CC=C1)B(O)O (2-formylphenylboronic acid), secondary amine, methyl ester, [BH4-].[Na+] (sodium borohydride), C[Si](C)(C)Cl (trimethylsilyl chloride). Solvent: CO.C(C)N(CC)CC (methanol triethylamine), CO (methanol). Yields the product Cl.Cl.N[C@@H](CCCCN)C(=O)OC (methyl lysinate, dihydrochloride). Reaction SMILES: C(OC([NH:8][C@H:9]([C:15]([OH:17])=[O:16])[CH2:10][CH2:11][CH2:12][CH2:13][NH2:14])=O)(C)(C)C.[CH:18](C1C=CC=CC=1B(O)O)=O.[BH4-].[Na+].C[Si]([Cl:35])(C)C>CO.C(N(CC)CC)C.CO>[ClH:35].[ClH:35].[NH2:8][C@H:9]([C:15]([O:17][CH3:18])=[O:16])[CH2:10][CH2:11][CH2:12][CH2:13][NH2:14] |f:2.3,5.6,8.9.10|. Procedure: Nα-tert-Butyloxycarbonyl-lysine was reacted with 2-formylphenylboronic acid in methanol-triethylamine and subsequently treated with sodium borohydride (Wiskur et al, Org. Letters 2001, 3, 1311). The resulting secondary amine was transformed to the methyl ester by treament with methanol and trimethylsilyl chloride, 10:1, to give Nε-(2-boronobenzyl), methyl lysinate, dihydrochloride. Reactants: CC1=NN(C(=C1)N)C1=NC(=CC=C1)C (3-methyl-1-(6-methyl-2-pyridinyl)-1H-pyrazol-5-ylamine), ClC1=C(C(=O)O)C=C(C(=C1)F)F (2-chloro-4,5-difluorobenzoic acid), C([O-])([O-])=O.[K+].[K+] (potassium carbonate), Cl (hydrochloric acid). Reagents/catalysts: C(C)(=O)[O-].[Cu+2].C(C)(=O)[O-] (copper acetate). Run in CN(C=O)C (N,N-dimethylformamide), O (water). Yields the product FC1=CC(=C(C(=O)O)C=C1F)NC1=CC(=NN1C1=NC(=CC=C1)C)C (4,5-difluoro-2-[[3-methyl-1-(6-methyl-2-pyridinyl)-1H-pyrazol-5-yl]amino]benzoic acid). Isolated yield 79.2%. RXN SMILES: [CH3:1][C:2]1[CH:6]=[C:5]([NH2:7])[N:4]([C:8]2[CH:13]=[CH:12][CH:11]=[C:10]([CH3:14])[N:9]=2)[N:3]=1.Cl[C:16]1[CH:24]=[C:23]([F:25])[C:22]([F:26])=[CH:21][C:17]=1[C:18]([OH:20])=[O:19].C(=O)([O-])[O-].[K+].[K+].Cl>CN(C)C=O.C([O-])(=O)C.[Cu+2].C([O-])(=O)C.O>[F:25][C:23]1[C:22]([F:26])=[CH:21][C:17]([C:18]([OH:20])=[O:19])=[C:16]([NH:7][C:5]2[N:4]([C:8]3[CH:13]=[CH:12][CH:11]=[C:10]([CH3:14])[N:9]=3)[N:3]=[C:2]([CH3:1])[CH:6]=2)[CH:24]=1 |f:2.3.4,7.8.9|. Procedure: A solution of 3-methyl-1-(6-methyl-2-pyridinyl)-1H-pyrazol-5-ylamine (5.65 g, 30.0 mmol), 2-chloro-4,5-difluorobenzoic acid (6.93 g, 36.0 mmol), copper acetate (II) (0.545 g, 3.00 mmol) and potassium carbonate (4.15 g, 30.0 mmol) in N,N-dimethylformamide (30 mL) was heated under reflux under an argon atmosphere for 2 hours. The solution was allowed to cool to room temperature, and the reaction mixture was poured into water. The solution was made weakly acidic by the addition of 1N hydrochloric a... Reactants: N(CCC(=O)CCl)C(=O)OC(C)(C)C (Boc-β-Ala-CH2Cl), [Na+].[I-] (NaI), O.SC1=C2NC=NC2=NC=N1 (6-mercaptopurine monohydrate), C(=O)([O-])[O-].[Ca+2] (CaCO3). The solvent is CC(=O)C (acetone), CN(C)C=O (DMF). Conditions: time 1 hour. Yields the product N(CCC(=O)O)C(=O)OC(C)(C)C.C1=NC2=C(N1)C(=S)N=CN2 (Boc-β-Ala 6-MP). Yield: 28.5%. Reaction SMILES: [NH:1]([C:8]([O:10][C:11]([CH3:14])([CH3:13])[CH3:12])=[O:9])[CH2:2][CH2:3][C:4](CCl)=[O:5].[Na+].[I-].O.[SH:18][C:19]1[N:27]=[CH:26][N:25]=[C:24]2[C:20]=1[NH:21][CH:22]=[N:23]2.C([O-])([O-])=[O:29].[Ca+2]>CC(C)=O.CN(C=O)C>[NH:1]([C:8]([O:10][C:11]([CH3:14])([CH3:13])[CH3:12])=[O:9])[CH2:2][CH2:3][C:4]([OH:5])=[O:29].[CH:22]1[NH:21][C:20]2[C:19]([N:27]=[CH:26][NH:25][C:24]=2[N:23]=1)=[S:18] |f:1.2,3.4,5.6,9.10|. Reported procedure: A suspension of (13) (1.0 g, 4.2 mmol) and NaI (0.755 g, 5.04 mmol) in acetone (15 mL) was stirred for 1 hour at room temperature, followed by addition of a solution of (1) (0.595 g, 3.5 mmol) and CaCO3 (1.738 g, 17.4 mmol) in DMF (15 mL). The mixture was stirred at room temperature overnight, followed by filtration. The filtrate was concentrated in vacuo and the residue dissolved in EtOAc (100 mL), washed with water (100 mL), brine (100 mL), and dried over anhydrous MgSO4. The solvent was remov... Starting materials: [Cl-].[Ba+2].[Cl-] (barium chloride), S(O)(O)(=O)=O (sulfuric acid), [Cl-].[Ba+2].[Cl-] (barium chloride), S(O)(O)(=O)=O (sulfuric acid), ion-exchanged. As a reaction SMILES: [Cl-:1].[Ba+2:2].[Cl-].[S:4](=[O:8])(=[O:7])([OH:6])[OH:5]>O>[Cl-:1].[Ba+2:2].[Cl-:1].[S:4](=[O:6])(=[O:5])([OH:8])[OH:7].[S:4]([O-:8])([O-:7])(=[O:6])=[O:5].[Ba+2:2] |f:0.1.2,5.6.7,9.10|. Reaction conditions: temperature 70 celsius. Yields the product [Cl-].[Ba+2].[Cl-] (barium chloride), S(O)(O)(=O)=O (sulfuric acid), S(=O)(=O)([O-])[O-].[Ba+2] (barium sulfate). Reported procedure: Aqueous solutions of barium chloride (0.008 mol/1) and sulfuric acid (0.005 mol/1) were prepared by dissolving 1.974 gm of barium chloride (special reagent grade) and 0.505 gm of sulfuric acid (special reagent grade) into 1,000 gm of ion-exchanged water. Each solution was heated at 70° C. The barium chloride solution was added dropwise over a period of 10 minutes to the sulfuric acid solution, while the latter was stirred at 1,000 rpm by a U-shaped blade. After the addition, the mixture was stir... Run in O (water).